This data is from the Open Reaction Database (ORD), a public repository of structured organic reaction records. The task is: describe an organic reaction: reactants, conditions, products, and yield Starting materials: COC=C1C(=O)NC(=O)c2ccc(-n3cccc3)cc21, CN1CCN(c2ccc(N)cc2)CC1, CN(C)C=O. Yields the product CN1CCN(c2ccc(NC=C3C(=O)NC(=O)c4ccc(-n5cccc5)cc43)cc2)CC1. RXN SMILES: [CH3:1][O:2][CH:3]=[C:4]1[C:5](=[O:20])[NH:6][C:7](=[O:19])[c:8]2[cH:9][cH:10][c:11](-[n:14]3[cH:15][cH:16][cH:17][cH:18]3)[cH:12][c:13]21.[CH3:21][N:22]1[CH2:23][CH2:24][N:25]([c:28]2[cH:29][cH:30][c:31]([NH2:34])[cH:32][cH:33]2)[CH2:26][CH2:27]1.[CH3:35][N:36]([CH3:37])[CH:38]=[O:39]>>[CH:3](=[C:4]1[C:5](=[O:20])[NH:6][C:7](=[O:19])[c:8]2[cH:9][cH:10][c:11](-[n:14]3[cH:15][cH:16][cH:17][cH:18]3)[cH:12][c:13]21)[NH:34][c:31]1[cH:30][cH:29][c:28]([N:25]2[CH2:24][CH2:23][N:22]([CH3:21])[CH2:27][CH2:26]2)[cH:33][cH:32]1. Reactants: CO (methanol), BrB(Br)Br (Tribromoborane), FC=1C=C(C=C(C1OC)F)C1(CC1)C(=O)OC (methyl 1-(3,5-difluoro-4-methoxyphenyl)cyclopropanecarboxylate), FC=1C=C(C=C(C1OC)F)C1(CC1)C(=O)OC (methyl 1-(3,5-difluoro-4-methoxyphenyl)cyclopropanecarboxylate). Run in ClCCl (dichloromethane). Reaction conditions: temperature 0 celsius, time 1 hour. The product is FC=1C=C(C=C(C1O)F)C1(CC1)C(=O)OC (methyl 1-(3,5-difluoro-4-hydroxyphenyl)cyclopropanecarboxylate). Yield: 49.0%. As a reaction SMILES: BrB(Br)Br.[F:5][C:6]1[CH:7]=[C:8]([C:15]2([C:18]([O:20][CH3:21])=[O:19])[CH2:17][CH2:16]2)[CH:9]=[C:10]([F:14])[C:11]=1[O:12]C.CO>ClCCl>[F:5][C:6]1[CH:7]=[C:8]([C:15]2([C:18]([O:20][CH3:21])=[O:19])[CH2:16][CH2:17]2)[CH:9]=[C:10]([F:14])[C:11]=1[OH:12]. Procedure: Tribromoborane (0.666 ml, 7.04 mmol) was added dropwise to methyl 1-(3,5-difluoro-4-methoxyphenyl)cyclopropanecarboxylate (Intermediate 28-4; 1.4216 g, 5.87 mmol) in dichloromethane (46.2 mL) at 0° C. under nitrogen. The resulting solution was stirred at 0° C. for 1 hour. The reaction mixture was added dropwise to methanol (11.87 mL, 293.45 mmol) (care reaction is vigorous and exothermic—MeOH kept in ice bath) and the mixture was stirred for a further 20 minutes. The reaction mixture was evapora... The reactants are N[C@H](CC1=CC=CC=C1)C(=O)O ((D)-Phenylalanine), CO (methanol), S(=O)(Cl)Cl (thionyl chloride). Product: Cl.COC([C@H](N)CC1=CC=CC=C1)=O ((D)-Phenylalanine methyl ester hydrochloride). Isolated yield 97.0%. As a reaction SMILES: [NH2:1][C@@H:2]([C:10]([OH:12])=[O:11])[CH2:3][C:4]1[CH:9]=[CH:8][CH:7]=[CH:6][CH:5]=1.S(Cl)([Cl:15])=O.[CH3:17]O>>[ClH:15].[CH3:17][O:11][C:10](=[O:12])[C@@H:2]([CH2:3][C:4]1[CH:9]=[CH:8][CH:7]=[CH:6][CH:5]=1)[NH2:1] |f:3.4|. Procedure details: (D)-Phenylalanine (25.0 g) was dissolved in 450 mL of methanol and 22 mL thionyl chloride were slowly added at −20° C. The mixture was refluxed for 1 h, followed by evaporation of the volatiles to give 31.2 g (97%) of the title compound as a white solid. M.p. 155-163° C. Starting materials: C(Cl)C1CO1 (epichlorohydrin), C(Cl)C1CO1 (Epichlorohydrin), C(CC)C(CO)CCCCC (2-propylheptanol), stannic chloride, ClCC(COCC(CCCCC)CCC)O (1-chloro-3-(2-propyl-heptyloxy)-propan-2-ol), ClCC(COCC(CCCCC)CCC)O (1-chloro-3-(2-propyl-heptyloxy)-propan-2-ol), CC(C)([O-])C.[K+] (potassium tert-butoxide). Solvent: O1CCCC1 (tetrahydrofuran). Conditions: temperature 90 celsius, time 18 hour. Yields the product C(C1CO1)OCC(CCCCC)CCC (2-propylheptyl glycidyl ether). RXN SMILES: C(C1OC1)Cl.C(C(CCCCC)CO)CC.Cl[CH2:18][CH:19]([OH:32])[CH2:20][O:21][CH2:22][CH:23]([CH2:29][CH2:30][CH3:31])[CH2:24][CH2:25][CH2:26][CH2:27][CH3:28].CC(C)([O-])C.[K+]>O1CCCC1>[CH2:20]([O:21][CH2:22][CH:23]([CH2:29][CH2:30][CH3:31])[CH2:24][CH2:25][CH2:26][CH2:27][CH3:28])[CH:19]1[O:32][CH2:18]1 |f:3.4|. Procedure details: To a flame dried, 500 mL round bottomed flask equipped with an addition funnel charged with epichlorohydrin (15.62 gm., 0.17 moles), is added 2-propylheptanol (Pfaltz & Bauer, Inc., 172 E. Aurora Street, Waterbury Conn., 06708, USA) (20 gm., 0.127 moles) and stannic chloride (0.20 gm., 0.001 moles). The reaction is kept under an argon atmosphere and warmed to 90° C. using an oil bath. Epichlorohydrin is dripped into the stirring solution over 60 minutes followed by stirring at 90° C. for 18 hour... Reactants: COC(=O)C1=NC=C(C=C1C)C1=CC(=CC=C1)C(F)(F)F (3-methyl-5-(3-trifluoromethyl-phenyl)-pyridine-2-carboxylic acid methyl ester), ClC=1C=C(C=CC1Cl)C=1C=C(C(=NC1)C(=O)N1CCC(CC1)N1CCCC1)C ([5-(3,4-Dichloro-phenyl)-3-methyl-pyridin-2-yl]-(4-pyrrolidin-1-yl-piperidin-1-yl)-methanone), FC1=C(C=C(C=C1)B(O)O)C(F)(F)F (4-fluoro-3-trifluoromethyl-phenyl-boronic acid), (1,1′-bis-diphenylphosphino)-ferrocene, C([O-])([O-])=O.[Na+].[Na+] (sodium carbonate). The reagents and catalysts are [Pd](Cl)Cl (palladium-(II)dichloride). Solvent: O1CCOCC1.O (dioxane water). The product is FC1=C(C=C(C=C1)C=1C=C(C(=NC1)C(=O)N1CCC(CC1)N1CCCC1)C)C(F)(F)F ([5-(4-Fluoro-3-trifluoromethyl-phenyl)-3-methyl-pyridin-2-yl]-(4-pyrrolidin-1-yl-piperidin-1-yl)-methanone). RXN SMILES: COC(C1C(C)=CC(C2C=CC=C(C(F)(F)F)C=2)=CN=1)=O.ClC1C=C([C:30]2[CH:31]=[C:32]([CH3:49])[C:33]([C:36]([N:38]3[CH2:43][CH2:42][CH:41]([N:44]4[CH2:48][CH2:47][CH2:46][CH2:45]4)[CH2:40][CH2:39]3)=[O:37])=[N:34][CH:35]=2)C=CC=1Cl.[F:50][C:51]1[CH:56]=[CH:55][C:54](B(O)O)=[CH:53][C:52]=1[C:60]([F:63])([F:62])[F:61].C(=O)([O-])[O-].[Na+].[Na+]>O1CCOCC1.O.[Pd](Cl)Cl>[F:50][C:51]1[CH:56]=[CH:55][C:54]([C:30]2[CH:31]=[C:32]([CH3:49])[C:33]([C:36]([N:38]3[CH2:39][CH2:40][CH:41]([N:44]4[CH2:48][CH2:47][CH2:46][CH2:45]4)[CH2:42][CH2:43]3)=[O:37])=[N:34][CH:35]=2)=[CH:53][C:52]=1[C:60]([F:63])([F:62])[F:61] |f:3.4.5,6.7|. Procedure details: In analogy to the procedure described for the preparation of intermediate 1A, (5-bromo-3-methyl-pyridin-2-yl)-(4-pyrrolidin-1-yl-piperidin-1-yl)-methanone (see example 28) was reacted with 4-fluoro-3-trifluoromethyl-phenyl-boronic acid, (1,1′-bis-diphenylphosphino)-ferrocene)palladium-(II)dichloride (1:1 complex with CH2Cl2) and sodium carbonate in dioxane/water to give the title compound as brown amorphous solid. MS: 436.4 (MH+). Starting materials: BrC1=CC(=CC=2CC(OC21)CO)C#N ((±)-7-bromo-2-(hydroxymethyl)-2,3-dihydro-1-benzofuran-5-carbonitrile), C1(=CC=C(C=C1)S(=O)(=O)Cl)C (p-toluenesulfonyl chloride), Intermediate 10. Product: CC1=CC=C(C=C1)S(=O)(=O)OCC1OC2=C(C1)C=C(C=C2Br)C#N ((±)-(7-bromo-5-cyano-2,3-dihydro-1-benzofuran-2-yl)methyl 4-methylbenzenesulfonate). Yield: 73.5%. As a reaction SMILES: [Br:1][C:2]1[C:10]2[O:9][CH:8]([CH2:11][OH:12])[CH2:7][C:6]=2[CH:5]=[C:4]([C:13]#[N:14])[CH:3]=1.[C:15]1([CH3:25])[CH:20]=[CH:19][C:18]([S:21](Cl)(=[O:23])=[O:22])=[CH:17][CH:16]=1>>[CH3:25][C:15]1[CH:20]=[CH:19][C:18]([S:21]([O:12][CH2:11][CH:8]2[CH2:7][C:6]3[CH:5]=[C:4]([C:13]#[N:14])[CH:3]=[C:2]([Br:1])[C:10]=3[O:9]2)(=[O:23])=[O:22])=[CH:17][CH:16]=1. Procedure: Treatment of 3-bromo-4-hydroxybenzonitrile (10.0 g, 50.0 mmol) with potassium carbonate (27.9 g, 200 mmol) and allyl bromide (7.96 g, 66.0 mmol), followed by refluxing the resultant allyl ether in mesitylene generally according to the procedure described for Intermediate 8 provided 3-allyl-5-bromo-4-hydroxybenzonitrile. Treatment of 3-allyl-5-bromo-4-hydroxybenzonitrile (4.63 g, 19.0 mmol) with 3-chloroperoxybenzoic acid (6.2 g, 35.93 mmol, 77%) followed by potassium carbonate (6.56 g, 47.5 mmol...